From a dataset of the Open Reaction Database (ORD), a public repository of structured organic reaction records. describe an organic reaction: reactants, conditions, products, and yield Reactants: BrC1C(=O)OCCC1 (α-bromo-δ-valerolactone), OC1=C(C=C(C=C1)C(N)=S)CCC (4-hydroxy-3-propylbenzenecarbothioamide). Run in C(C)O (ethanol). The product is S1C(=NC2=C1CCCO2)C2=CC(=C(C=C2)O)CCC (4-(6,7-dihydro-5H-pyrano[2,3-d][1,3]thiazol-2-yl)-2-propylphenol). Isolated yield 62.7%. RXN SMILES: Br[CH:2]1[CH2:8][CH2:7][CH2:6][O:5][C:3]1=O.[OH:9][C:10]1[CH:15]=[CH:14][C:13]([C:16](=[S:18])[NH2:17])=[CH:12][C:11]=1[CH2:19][CH2:20][CH3:21]>C(O)C>[S:18]1[C:2]2[CH2:8][CH2:7][CH2:6][O:5][C:3]=2[N:17]=[C:16]1[C:13]1[CH:14]=[CH:15][C:10]([OH:9])=[C:11]([CH2:19][CH2:20][CH3:21])[CH:12]=1. Reported procedure: A stirred mixture of α-bromo-δ-valerolactone (77% pure; 300 g, 1.3 mol), 4-hydroxy-3-propylbenzenecarbothioamide (229.09 g; 1.2 mol) (Example 504), and absolute ethanol (2.5 L) was gradually heated under nitrogen. A significant gas evolution occurred. When the latter had slowed, the mixture was brought to reflux. After 16 h at reflux, the mixture was cooled to rt, and then concentrated in vacuo. The residue was taken-up in 50% dichloromethane/hexanes, filtered, and the solid triturated and washe... The reactants are N1CC(CCC1)NC(OC(C)(C)C)=O (tert-butyl piperidin-3-ylcarbamate), ClC=1C2=C(N=CN1)NC=C2 (4-chloro-7H-pyrrolo[2,3-d]pyrimidine), CCN(C(C)C)C(C)C (DIEA). Run in CN(C)C=O (DMF). Conditions: temperature 100 celsius, time 4 hour. The product is N1=CN=C(C2=C1NC=C2)N2CC(CCC2)NC(OC(C)(C)C)=O (tert-butyl 1-(7H-pyrrolo[2,3-d]pyrimidin-4-yl)piperidin-3-ylcarbamate). RXN SMILES: [NH:1]1[CH2:6][CH2:5][CH2:4][CH:3]([NH:7][C:8](=[O:14])[O:9][C:10]([CH3:13])([CH3:12])[CH3:11])[CH2:2]1.Cl[C:16]1[C:17]2[CH:24]=[CH:23][NH:22][C:18]=2[N:19]=[CH:20][N:21]=1.CCN(C(C)C)C(C)C>CN(C=O)C>[N:19]1[C:18]2[NH:22][CH:23]=[CH:24][C:17]=2[C:16]([N:1]2[CH2:6][CH2:5][CH2:4][CH:3]([NH:7][C:8](=[O:14])[O:9][C:10]([CH3:11])([CH3:13])[CH3:12])[CH2:2]2)=[N:21][CH:20]=1. Procedure: To a solution of tert-butyl piperidin-3-ylcarbamate compound (5.0 g, 25 mmol) and 4-chloro-7H-pyrrolo[2,3-d]pyrimidine (3.75 g, 25 mmol) in DMF (50 mL) was added DIEA (4.2 mL, 3.1 g, 25 mmol) and the solution was stirred at 100° C. for 4 h. The reaction mixture was concentrated in vacuo and the residue was purified by column chromatography to give tert-butyl 1-(7H-pyrrolo[2,3-d]pyrimidin-4-yl)piperidin-3-ylcarbamate. To a solution of tert-butyl 1-(7H-pyrrolo[2,3-d]pyrimidin-4-yl)piperidin-3-ylca... Reactants: [BH3-]C#N, CC(=O)O, CCO, CC(C)(C)C=O, COc1cc(OCc2ccccc2)ccc1C(O)c1cc(Cl)ccc1N, [Na+]. Yields the product COc1cc(OCc2ccccc2)ccc1C(O)c1cc(Cl)ccc1NCC(C)(C)C. As a reaction SMILES: [C:37]([BH3-:38])#[N:39].[CH3:33][C:34](=[O:35])[OH:36].[CH3:41][CH2:42][OH:43].[CH:27]([C:28]([CH3:29])([CH3:30])[CH3:31])=[O:32].[NH2:1][c:2]1[c:3]([CH:4]([c:5]2[c:6]([O:19][CH3:20])[cH:7][c:8]([O:11][CH2:12][c:13]3[cH:14][cH:15][cH:16][cH:17][cH:18]3)[cH:9][cH:10]2)[OH:21])[cH:22][c:23]([Cl:26])[cH:24][cH:25]1.[Na+:40]>>[NH:1]([c:2]1[c:3]([CH:4]([c:5]2[c:6]([O:19][CH3:20])[cH:7][c:8]([O:11][CH2:12][c:13]3[cH:14][cH:15][cH:16][cH:17][cH:18]3)[cH:9][cH:10]2)[OH:21])[cH:22][c:23]([Cl:26])[cH:24][cH:25]1)[CH2:27][C:28]([CH3:29])([CH3:30])[CH3:31]. Reactants: CC(C)=CCBr, CCOCC, CS(C)=O, OC(c1ccc(Cl)cc1)(c1ccc(Cl)cc1)c1ccc(Cl)cc1. The product is CC(C)=CCOC(c1ccc(Cl)cc1)(c1ccc(Cl)cc1)c1ccc(Cl)cc1. Reaction SMILES: [Br:24][CH2:25][CH:26]=[C:27]([CH3:28])[CH3:29].[CH3:30][CH2:31][O:32][CH2:33][CH3:34].[CH3:35][S:36]([CH3:37])=[O:38].[Cl:1][c:2]1[cH:3][cH:4][c:5]([C:8]([OH:9])([c:10]2[cH:11][cH:12][c:13]([Cl:16])[cH:14][cH:15]2)[c:17]2[cH:18][cH:19][c:20]([Cl:23])[cH:21][cH:22]2)[cH:6][cH:7]1>>[Cl:1][c:2]1[cH:3][cH:4][c:5]([C:8]([O:9][CH2:25][CH:26]=[C:27]([CH3:28])[CH3:29])([c:10]2[cH:11][cH:12][c:13]([Cl:16])[cH:14][cH:15]2)[c:17]2[cH:18][cH:19][c:20]([Cl:23])[cH:21][cH:22]2)[cH:6][cH:7]1. Reactants: ON1N=C(C=C1C1=CC=C(C=C1)OC)C1=CC=C(C=C1)OC (1-hydroxy-3,5-bis-(4-methoxyphenyl)pyrazole), CN(C(=O)Cl)C1=CC=CC=C1 (N-methyl-N-phenylcarbamoyl chloride). The product is COC1=CC=C(C=C1)C1=NN(C(=C1)C1=CC=C(C=C1)OC)OC(N(C1=CC=CC=C1)C)=O (Methyl-phenyl-carbamic acid 3,5-bis-(4-methoxy-phenyl)-pyrazol-1-yl ester). Reaction SMILES: [OH:1][N:2]1[C:6]([C:7]2[CH:12]=[CH:11][C:10]([O:13][CH3:14])=[CH:9][CH:8]=2)=[CH:5][C:4]([C:15]2[CH:20]=[CH:19][C:18]([O:21][CH3:22])=[CH:17][CH:16]=2)=[N:3]1.[CH3:23][N:24]([C:28]1[CH:33]=[CH:32][CH:31]=[CH:30][CH:29]=1)[C:25](Cl)=[O:26]>>[CH3:22][O:21][C:18]1[CH:19]=[CH:20][C:15]([C:4]2[CH:5]=[C:6]([C:7]3[CH:8]=[CH:9][C:10]([O:13][CH3:14])=[CH:11][CH:12]=3)[N:2]([O:1][C:25](=[O:26])[N:24]([CH3:23])[C:28]3[CH:33]=[CH:32][CH:31]=[CH:30][CH:29]=3)[N:3]=2)=[CH:16][CH:17]=1. Procedure details: The title compound was prepared from 1-hydroxy-3,5-bis-(4-methoxyphenyl)pyrazole and N-methyl-N-phenylcarbamoyl chloride applying the general procedure 8. The crude product was purified by flash chromatography (Quad flash 12, EtOAc-heptane) (29%, beige crystals). Reactants: C1(=CC=CC=C1)C=1NC=CN1 (2-phenylimidazole), BrCCC(CCCC(C)C)C ((±)-1-bromo-3,7-dimethyloctane), CN(C=O)C (dimethylformamide), [H-].[Na+] (sodium hydride). Procedure: To a solution of 21.5 g. (0.14 mole) of 2-phenylimidazole in 60 ml. dry dimethylformamide and 300 ml. dry tetrahydrofuran under nitrogen atmosphere there is added at room temperature 9.0 g. (0.19 mole) of 50% sodium hydride/mineral oil suspension. The resulting mixture is stirred and heated to 50° C. for about 3 hours. After cooling to room temperature the resulting mixture is treated dropwise with a solution of 40.5 g. (0.18 mole) of (±)-1-bromo-3,7-dimethyloctane in dry tetrahydrofuran. The re... Conditions: temperature 50 celsius. Solvent: O1CCCC1 (tetrahydrofuran), O1CCCC1 (tetrahydrofuran). Yields the product CC(CCN1C(=NC=C1)C1=CC=CC=C1)CCCC(C)C ((±)-1-(3,7-dimethyloctyl)-2-phenylimidazole). RXN SMILES: [C:1]1([C:7]2[NH:8][CH:9]=[CH:10][N:11]=2)[CH:6]=[CH:5][CH:4]=[CH:3][CH:2]=1.CN(C)C=O.[H-].[Na+].Br[CH2:20][CH2:21][CH:22]([CH3:29])[CH2:23][CH2:24][CH2:25][CH:26]([CH3:28])[CH3:27]>O1CCCC1>[CH3:29][CH:22]([CH2:23][CH2:24][CH2:25][CH:26]([CH3:28])[CH3:27])[CH2:21][CH2:20][N:11]1[CH:10]=[CH:9][N:8]=[C:7]1[C:1]1[CH:2]=[CH:3][CH:4]=[CH:5][CH:6]=1 |f:2.3|. The reactants are C(C)[BH-](CC)CC.[Li+] (Lithium triethylborohydride), ice, BrC1=CC=C(C=C1)C(N1C(OC(CC1)(C1=CC=CC=C1)CC1(OC1)C)=O)C1CC1 (3-[(4-bromo-phenyl)-cyclopropyl-methyl]-6-(2-methyl-oxiranylmethyl)-6-phenyl-[1,3]oxazinan-2-one). Solvent: O1CCCC1 (tetrahydrofuran). Reaction conditions: time 3 hour. The product is BrC1=CC=C(C=C1)C(N1C(OC(CC1)(C1=CC=CC=C1)CC(C)(C)O)=O)C1CC1 (3-[(4-Bromo-phenyl)-cyclopropyl-methyl]-6-(2-hydroxy-2-methyl-propyl)-6-phenyl-[1,3]oxazinan-2-one). Reaction SMILES: C([BH-](CC)CC)C.[Li+].[Br:9][C:10]1[CH:15]=[CH:14][C:13]([CH:16]([CH:35]2[CH2:37][CH2:36]2)[N:17]2[CH2:22][CH2:21][C:20]([CH2:29][C:30]3([CH3:33])[CH2:32][O:31]3)([C:23]3[CH:28]=[CH:27][CH:26]=[CH:25][CH:24]=3)[O:19][C:18]2=[O:34])=[CH:12][CH:11]=1>O1CCCC1>[Br:9][C:10]1[CH:15]=[CH:14][C:13]([CH:16]([CH:35]2[CH2:37][CH2:36]2)[N:17]2[CH2:22][CH2:21][C:20]([CH2:29][C:30]([OH:31])([CH3:33])[CH3:32])([C:23]3[CH:28]=[CH:27][CH:26]=[CH:25][CH:24]=3)[O:19][C:18]2=[O:34])=[CH:12][CH:11]=1 |f:0.1|. Procedure details: Lithium triethylborohydride (1 mol/L in tetrahydrofuran, 4.9 mL) was added to an ice-cold solution of 3-[(4-bromo-phenyl)-cyclopropyl-methyl]-6-(2-methyl-oxiranylmethyl)-6-phenyl-[1,3]oxazinan-2-one (compound processed from diastereomer 2 obtained in Step 3; 1.86 g, ca. 85-90% pure) in tetrahydrofuran (15 mL) at such a rate that the solution temperature remained below 10° C. The resulting solution was stirred in the cooling bath for one more hour and at room temperature for another 3 h. Then, th...